This data is from the Open Reaction Database (ORD), a public repository of structured organic reaction records. The task is: describe an organic reaction: reactants, conditions, products, and yield The reactants are C1(CCCC1)N1N=C(C2=C1C(=NCC2)OCC)CC (1cyclopentyl-7-ethoxy-3-ethyl-4,5-dihydro-1H-pyrazolo[3,4-c]pyridine), S1C(=CC=C1)C(=O)NN (2thiophenecarboxylic hydrazide). The solvent is C(CCC)O (1-butanol). Yields the product C1(CCCC1)N1N=C(C=2CCN3C(=NN=C3C12)C=1SC=CC1)CC (8Cyclopentyl-6-ethyl-3-thiophen-2-yl-5,8-dihydro-4H-1,2,3a,7,8-pentaaza-as-indacene). Reaction SMILES: [CH:1]1([N:6]2[C:10]3[C:11](OCC)=[N:12][CH2:13][CH2:14][C:9]=3[C:8]([CH2:18][CH3:19])=[N:7]2)[CH2:5][CH2:4][CH2:3][CH2:2]1.[S:20]1[CH:24]=[CH:23][CH:22]=[C:21]1[C:25]([NH:27][NH2:28])=O>C(O)CCC>[CH:1]1([N:6]2[C:10]3[C:11]4[N:12]([C:25]([C:21]5[S:20][CH:24]=[CH:23][CH:22]=5)=[N:27][N:28]=4)[CH2:13][CH2:14][C:9]=3[C:8]([CH2:18][CH3:19])=[N:7]2)[CH2:2][CH2:3][CH2:4][CH2:5]1. Procedure details: A solution of 1cyclopentyl-7-ethoxy-3-ethyl-4,5-dihydro-1H-pyrazolo[3,4-c]pyridine (3.739 kg, 14.3 moles) and 2thiophenecarboxylic hydrazide (2.237 kg, 15.8 moles) were heated in a solution in 1-butanol (37 L) to ˜90° C. in a 50 gal tank for 48 hours. At this point, some 1-butanol was distilled off to remove water azeotropically. The reaction was concentrated to a low volume and 4 gallons of methylene chloride (4 gal, 15 L) was added. The organics were washed twice with 1 N HCl (8 gal, 30.3 L) a...